From a dataset of the Open Reaction Database (ORD), a public repository of structured organic reaction records. describe an organic reaction: reactants, conditions, products, and yield Yields the product ClC=1C=C(C=NC1N1CCC(CC1)N1C(OCC2=C1C=CC=C2)=O)C(=O)NC(C#C)(C)C (5-Chloro-N-(1,1-dimethylprop-2-ynyl)-6-[4-(2-oxo-2H-3,1-benzoxazin-1(4H)-yl)piperidin-1-yl]pyridine-3-carboxamide). Procedure details: The title compound was prepared from the product of example 148 step (i) (0.14 g), carbonyldiimidazole (0.064 g) and 1,1-dimethylpropargylamine (0.06 g) using the method of example 115 step (i). Purification was by chromatography eluting with ethyl acetate/isohexane (2/3). Yield 0.03 g as a solid. As a reaction SMILES: [Cl:1][C:2]1[CH:3]=[C:4]([C:25](O)=[O:26])[CH:5]=[N:6][C:7]=1[N:8]1[CH2:13][CH2:12][CH:11]([N:14]2[C:19]3[CH:20]=[CH:21][CH:22]=[CH:23][C:18]=3[CH2:17][O:16][C:15]2=[O:24])[CH2:10][CH2:9]1.C(N1C=CN=C1)(N1C=CN=C1)=O.[CH3:40][C:41]([NH2:45])([C:43]#[CH:44])[CH3:42]>>[Cl:1][C:2]1[CH:3]=[C:4]([C:25]([NH:45][C:41]([CH3:42])([CH3:40])[C:43]#[CH:44])=[O:26])[CH:5]=[N:6][C:7]=1[N:8]1[CH2:13][CH2:12][CH:11]([N:14]2[C:19]3[CH:20]=[CH:21][CH:22]=[CH:23][C:18]=3[CH2:17][O:16][C:15]2=[O:24])[CH2:10][CH2:9]1. Reactants: ClC=1C=C(C=NC1N1CCC(CC1)N1C(OCC2=C1C=CC=C2)=O)C(=O)O (5-Chloro-6-[4-(2-oxo-2H-3,1-benzoxazin-1(4H)-yl)piperidin-1-yl]pyridine-3-carboxylic acid), C(=O)(N1C=NC=C1)N1C=NC=C1 (carbonyldiimidazole), CC(C)(C#C)N (1,1-dimethylpropargylamine). The reactants are C1(CCC1)C(=O)Cl (cyclobutanecarbonyl chloride), C1(CCCCC1)C(=O)Cl (cyclohexanecarbonyl chloride), C(C)(C)(C)NCC(=O)C1=CC(=C(C=C1)OC(=O)C1CCC1)OC(=O)C1CCC1 (3,4-bis-(cyclobutanecarbonyloxy)phenyl tert-butylaminomethyl ketone). Yields the product C1(CCC1)C(=O)OC=1C=C(C(CNC(C)(C)C)O)C=CC1OC(=O)C1CCC1 (3,4-bis(cyclobutanecarbonyloxy)-alpha-(tert-butylaminomethyl)-benzyl alcohol). As a reaction SMILES: C1(C(Cl)=O)CCC1.C1(C(Cl)=O)CCCCC1.[C:17]([NH:21][CH2:22][C:23]([C:25]1[CH:30]=[CH:29][C:28]([O:31][C:32]([CH:34]2[CH2:37][CH2:36][CH2:35]2)=[O:33])=[C:27]([O:38][C:39]([CH:41]2[CH2:44][CH2:43][CH2:42]2)=[O:40])[CH:26]=1)=[O:24])([CH3:20])([CH3:19])[CH3:18]>>[CH:41]1([C:39]([O:38][C:27]2[CH:26]=[C:25]([CH:30]=[CH:29][C:28]=2[O:31][C:32]([CH:34]2[CH2:35][CH2:36][CH2:37]2)=[O:33])[CH:23]([OH:24])[CH2:22][NH:21][C:17]([CH3:20])([CH3:18])[CH3:19])=[O:40])[CH2:44][CH2:43][CH2:42]1. Reported procedure: When cyclobutanecarbonyl chloride is substituted for the cyclohexanecarbonyl chloride in the procedure described in Example 15A above, the acylation product obtained is 3,4-bis-(cyclobutanecarbonyloxy)phenyl tert-butylaminomethyl ketone; and when this product is catalytically hydrogenated using the procedure described in Example 15B above, there is obtained 3,4-bis(cyclobutanecarbonyloxy)-alpha-(tert-butylaminomethyl)-benzyl alcohol. Starting materials: O=[N+]([O-])c1ccc(OCc2ccccc2)c(Cl)c1, CC(=O)O, [Fe]. Product: Nc1ccc(OCc2ccccc2)c(Cl)c1. Reaction SMILES: [CH2:1]([c:2]1[cH:3][cH:4][cH:5][cH:6][cH:7]1)[O:8][c:9]1[c:10]([Cl:18])[cH:11][c:12]([N+:15]([O-:16])=[O:17])[cH:13][cH:14]1.[CH3:19][C:20](=[O:21])[OH:22].[Fe:23]>>[CH2:1]([c:2]1[cH:3][cH:4][cH:5][cH:6][cH:7]1)[O:8][c:9]1[c:10]([Cl:18])[cH:11][c:12]([NH2:15])[cH:13][cH:14]1. The reactants are CC(C)N(C)C(=O)CN1CCNCC1, CCOc1cc(C(C)(C)C#N)ccc1C1=NC(c2ccc(Cl)cc2)C(c2ccc(Cl)cc2)N1C(=O)Cl. Yields the product CCOc1cc(C(C)(C)C#N)ccc1C1=NC(c2ccc(Cl)cc2)C(c2ccc(Cl)cc2)N1C(=O)N1CCN(CC(=O)N(C)C(C)C)CC1. As a reaction SMILES: [CH:37]([CH3:38])([CH3:39])[N:40]([C:41]([CH2:42][N:43]1[CH2:44][CH2:45][NH:46][CH2:47][CH2:48]1)=[O:49])[CH3:50].[Cl:1][c:2]1[cH:3][cH:4][c:5]([CH:8]2[N:9]=[C:10]([c:23]3[c:24]([O:34][CH2:35][CH3:36])[cH:25][c:26]([C:29]([CH3:30])([CH3:31])[C:32]#[N:33])[cH:27][cH:28]3)[N:11]([C:20](=[O:21])[Cl:22])[CH:12]2[c:13]2[cH:14][cH:15][c:16]([Cl:19])[cH:17][cH:18]2)[cH:6][cH:7]1>>[Cl:1][c:2]1[cH:3][cH:4][c:5]([CH:8]2[N:9]=[C:10]([c:23]3[c:24]([O:34][CH2:35][CH3:36])[cH:25][c:26]([C:29]([CH3:30])([CH3:31])[C:32]#[N:33])[cH:27][cH:28]3)[N:11]([C:20](=[O:21])[N:46]3[CH2:45][CH2:44][N:43]([CH2:42][C:41]([N:40]([CH:37]([CH3:38])[CH3:39])[CH3:50])=[O:49])[CH2:48][CH2:47]3)[CH:12]2[c:13]2[cH:14][cH:15][c:16]([Cl:19])[cH:17][cH:18]2)[cH:6][cH:7]1.